This data is from the Open Reaction Database (ORD), a public repository of structured organic reaction records. The task is: describe an organic reaction: reactants, conditions, products, and yield Reactants: CC(=O)O[BH-](OC(C)=O)OC(C)=O, CC(=O)O, O=Cc1ccc(OCCCN2CCCCC2)cc1, NC(=O)C1CCNCC1, [Na+], [Na+], [OH-]. Product: NC(=O)C1CCN(Cc2ccc(OCCCN3CCCCC3)cc2)CC1. RXN SMILES: [C:28]([O:29][BH-:30]([O:31][C:32](=[O:33])[CH3:34])[O:35][C:36](=[O:37])[CH3:38])(=[O:39])[CH3:40].[CH3:44][C:45](=[O:46])[OH:47].[N:1]1([CH2:7][CH2:8][CH2:9][O:10][c:11]2[cH:12][cH:13][c:14]([CH:15]=[O:16])[cH:17][cH:18]2)[CH2:2][CH2:3][CH2:4][CH2:5][CH2:6]1.[NH:19]1[CH2:20][CH2:21][CH:22]([C:25](=[O:26])[NH2:27])[CH2:23][CH2:24]1.[Na+:41].[Na+:43].[OH-:42]>>[N:1]1([CH2:7][CH2:8][CH2:9][O:10][c:11]2[cH:12][cH:13][c:14]([CH2:15][N:19]3[CH2:20][CH2:21][CH:22]([C:25](=[O:26])[NH2:27])[CH2:23][CH2:24]3)[cH:17][cH:18]2)[CH2:2][CH2:3][CH2:4][CH2:5][CH2:6]1. Starting materials: C(C)NS(=O)(=O)C1=CC=C(C=C1)[Sn](CCCC)(CCCC)CCCC (N-Ethyl-4-tributylstannylbenzenesulfonamide), BrC=1N=C(C2=CC=CC=C2C1)N1CCN(CC1)C=O (3-bromo-1-(4-formylpiperazin-1-yl)isoquinoline). Reagents/catalysts: C=1C=CC(=CC1)[P](C=2C=CC=CC2)(C=3C=CC=CC3)[Pd]([P](C=4C=CC=CC4)(C=5C=CC=CC5)C=6C=CC=CC6)([P](C=7C=CC=CC7)(C=8C=CC=CC8)C=9C=CC=CC9)[P](C=1C=CC=CC1)(C=1C=CC=CC1)C=1C=CC=CC1 (tetrakistriphenylphosphinepalladium(0)). Solvent: C=1(C(=CC=CC1)C)C (xylene), C(C)(=O)OCC (ethyl acetate). Yields the product C(=O)N1CCN(CC1)C1=NC(=CC2=CC=CC=C12)C1=CC=C(C=C1)S(NCC)(=O)=O (1-(4-formylpiperazin-1-yl)-3-[4-(N-ethylsulfamoyl)phenyl]isoquinoline). Yield: 41.4%. RXN SMILES: [CH2:1]([NH:3][S:4]([C:7]1[CH:12]=[CH:11][C:10]([Sn](CCCC)(CCCC)CCCC)=[CH:9][CH:8]=1)(=[O:6])=[O:5])[CH3:2].Br[C:27]1[N:28]=[C:29]([N:37]2[CH2:42][CH2:41][N:40]([CH:43]=[O:44])[CH2:39][CH2:38]2)[C:30]2[C:35]([CH:36]=1)=[CH:34][CH:33]=[CH:32][CH:31]=2>C1(C)C(C)=CC=CC=1.C(OCC)(=O)C.C1C=CC([P]([Pd]([P](C2C=CC=CC=2)(C2C=CC=CC=2)C2C=CC=CC=2)([P](C2C=CC=CC=2)(C2C=CC=CC=2)C2C=CC=CC=2)[P](C2C=CC=CC=2)(C2C=CC=CC=2)C2C=CC=CC=2)(C2C=CC=CC=2)C2C=CC=CC=2)=CC=1>[CH:43]([N:40]1[CH2:39][CH2:38][N:37]([C:29]2[C:30]3[C:35](=[CH:34][CH:33]=[CH:32][CH:31]=3)[CH:36]=[C:27]([C:10]3[CH:9]=[CH:8][C:7]([S:4](=[O:5])(=[O:6])[NH:3][CH2:1][CH3:2])=[CH:12][CH:11]=3)[N:28]=2)[CH2:42][CH2:41]1)=[O:44] |^1:62,64,83,102|. Procedure: N-Ethyl-4-tributylstannylbenzenesulfonamide (1.42 g) and 3-bromo-1-(4-formylpiperazin-1-yl)isoquinoline (0.82 g) were heated under reflux in the presence of tetrakistriphenylphosphinepalladium(0) (0.12 g) in xylene in nitrogen atmosphere overnight. After cooling, the reaction solution was diluted with ethyl acetate and filtered. The filtrate was extracted with 5N hydrochloric acid, and the resulting aqueous layer was washed with ethyl acetate. Then, it was adjusted to pH 10 by a 8N aqueous solut... Reactants: C[Li] (methyllithium), C(C)(=O)O (acetic acid), CC1(C2=CC=CC=C2C=2C=CC(=CC12)C1=C(C=CC2=CC=CC=C12)C(=O)OCC)C (ethyl 1-(9,9-dimethyl-9H-fluoren-2-yl)naphthalene-2-carboxylate), ice water. Run in C(C)OCC (diethyl ether), C1CCOC1 (THF). Reaction conditions: time 2 hour. The product is CC1(C2=CC=CC=C2C=2C=CC(=CC12)C1=C(C=CC2=CC=CC=C12)C(C)(C)O)C (2-[1-(9,9-Dimethyl-9H-fluoren-2-yl)naphthalen-2-yl]propan-2-ol). RXN SMILES: [CH3:1][C:2]1([CH3:30])[C:14]2[CH:13]=[C:12]([C:15]3[C:24]4[C:19](=[CH:20][CH:21]=[CH:22][CH:23]=4)[CH:18]=[CH:17][C:16]=3C(OCC)=O)[CH:11]=[CH:10][C:9]=2[C:8]2[C:3]1=[CH:4][CH:5]=[CH:6][CH:7]=2.[CH3:31][Li].[C:33]([OH:36])(=O)[CH3:34]>C1COCC1.C(OCC)C>[CH3:1][C:2]1([CH3:30])[C:14]2[CH:13]=[C:12]([C:15]3[C:24]4[C:19](=[CH:20][CH:21]=[CH:22][CH:23]=4)[CH:18]=[CH:17][C:16]=3[C:33]([OH:36])([CH3:34])[CH3:31])[CH:11]=[CH:10][C:9]=2[C:8]2[C:3]1=[CH:4][CH:5]=[CH:6][CH:7]=2. Procedure: 100.6 g of ethyl 1-(9,9-dimethyl-9H-fluoren-2-yl)naphthalene-2-carboxylate (256 mmol) are initially introduced in 1000 ml of dried THF, 510 ml of a 1.5 M methyllithium solution in diethyl ether are added dropwise at −70° C., and the mixture is stirred at this temperature for 2 h. For work-up, 100 ml of ice-water followed by 300 ml of 50% acetic acid are added. The organic phase is separated off, washed twice with water, dried and evaporated in vacuo. The colourless solid which remains is recryst... The reactants are C(=O)(OCC)C=1C=C2N(C=NC=3C=CC=CC23)C1 (2-Carbethoxypyrrolo[1,2-c]quinazoline), [H-].[H-].[H-].[H-].[Li+].[Al+3] (LiAlH4), Cl (HCl), O (Water). Run in CCOCC (ether), CCOCC (ether). Conditions: time 2 hour. Yields the product OCC=1C=C2N(CNC=3C=CC=CC23)C1 (2-Hydroxymethyl-5,6-dihydropyrrolo[1,2-c]quinazoline). The yield is 122.4%. Reaction SMILES: [H-].[H-].[H-].[H-].[Li+].[Al+3].[C:7]([C:12]1[CH:13]=[C:14]2[C:23]3[CH:22]=[CH:21][CH:20]=[CH:19][C:18]=3[N:17]=[CH:16][N:15]2[CH:24]=1)(OCC)=[O:8].O.Cl>CCOCC>[OH:8][CH2:7][C:12]1[CH:13]=[C:14]2[C:23]3[CH:22]=[CH:21][CH:20]=[CH:19][C:18]=3[NH:17][CH2:16][N:15]2[CH:24]=1 |f:0.1.2.3.4.5|. Procedure: LiAlH4 (0.50 g, 0.013 m) was slurried in ether (200 ml) and to this was added a solution of the product of Example II (1.0 g, 0.007 m) in ether (50 ml). The reaction mixture was stirred at room temperature for 2 hrs. Water (30 ml) was added and the mixture was acidified with 10% HCl. The resulting mixture was extracted with ether, the ether extracts combined, dried over Na2SO4, filtered, and the solvent removed in vacuo to yield 1.02 g of a white solid. Crystallization from EtOAc/hexane afforded... Reactants: N1=C(C=CC=C1)SC(=O)C1=CC=C(C(=O)OC)C=C1 (methyl 4-[(2-pyridylsulfanyl)-carbonyl]benzoate), N1C=CC=C1 (pyrrole), C[Mg]Br (methyl magnesium bromide), [Cl-].[NH4+] (ammonium chloride). Yield: 73.3%. Reported procedure: To a solution of pyrrole (1.68 g) in toluene (40 mL) was added dropwise methyl magnesium bromide in THF (0.93N solution, 27.8 mL) at −20 to −30° C. After the addition, the reaction solution was further stirred for 30 minutes. A solution of methyl 4-[(2-pyridylsulfanyl)-carbonyl]benzoate (8.33 mmol) in toluene (80 mL) was cooled to −78° C., and thereto was added dropwise the above toluene solution via a cannula in such a manner that the temperature of the reaction mixture was not raised over −65°... Run in C1(=CC=CC=C1)C (toluene), C1(=CC=CC=C1)C (toluene), C1(=CC=CC=C1)C (toluene), C1CCOC1 (THF), C(C)(=O)OCC (ethyl acetate). Product: COC(=O)C1=CC=C(C=C1)C(=O)C=1NC=CC1 ((1H-Pyrrol-2-yl) (4-methoxycarbonylphenyl) ketone). Reaction SMILES: [NH:1]1[CH:5]=[CH:4][CH:3]=[CH:2]1.C[Mg]Br.N1C=CC=CC=1S[C:16]([C:18]1[CH:27]=[CH:26][C:21]([C:22]([O:24][CH3:25])=[O:23])=[CH:20][CH:19]=1)=[O:17].[Cl-].[NH4+]>C1(C)C=CC=CC=1.C1COCC1.C(OCC)(=O)C>[CH3:25][O:24][C:22]([C:21]1[CH:26]=[CH:27][C:18]([C:16]([C:2]2[NH:1][CH:5]=[CH:4][CH:3]=2)=[O:17])=[CH:19][CH:20]=1)=[O:23] |f:3.4|. Run at temperature -65 celsius, time 30 minute.